Dataset: the Open Reaction Database (ORD), a public repository of structured organic reaction records. Task: describe an organic reaction: reactants, conditions, products, and yield As a reaction SMILES: [CH2:65]1[O:66][CH2:67][CH2:68][CH2:69]1.[CH3:56][Si:57]([N-:58][Si:59]([CH3:60])([CH3:61])[CH3:62])([CH3:63])[CH3:64].[F:1][c:2]1[n:3][cH:4][c:5]([CH2:34][N:35]2[CH2:36][CH2:37][N:38]([S:41](=[O:42])(=[O:43])[CH3:44])[CH2:39][CH2:40]2)[cH:6][c:7]1-[c:8]1[n:9][c:10]([N:15]([CH2:16][c:17]2[cH:18][cH:19][c:20]([O:23][CH3:24])[cH:21][cH:22]2)[CH2:25][c:26]2[cH:27][cH:28][c:29]([O:32][CH3:33])[cH:30][cH:31]2)[n:11][c:12]([CH3:14])[n:13]1.[Li+:55].[s:45]1[cH:46][n:47][c:48]2[c:49]1[cH:50][cH:51][c:52]([NH2:54])[cH:53]2>>[c:2]1([NH:54][c:52]2[cH:51][cH:50][c:49]3[s:45][cH:46][n:47][c:48]3[cH:53]2)[n:3][cH:4][c:5]([CH2:34][N:35]2[CH2:36][CH2:37][N:38]([S:41](=[O:42])(=[O:43])[CH3:44])[CH2:39][CH2:40]2)[cH:6][c:7]1-[c:8]1[n:9][c:10]([N:15]([CH2:16][c:17]2[cH:18][cH:19][c:20]([O:23][CH3:24])[cH:21][cH:22]2)[CH2:25][c:26]2[cH:27][cH:28][c:29]([O:32][CH3:33])[cH:30][cH:31]2)[n:11][c:12]([CH3:14])[n:13]1. Starting materials: C1CCOC1, C[Si](C)(C)[N-][Si](C)(C)C, COc1ccc(CN(Cc2ccc(OC)cc2)c2nc(C)nc(-c3cc(CN4CCN(S(C)(=O)=O)CC4)cnc3F)n2)cc1, [Li+], Nc1ccc2scnc2c1. Yields the product COc1ccc(CN(Cc2ccc(OC)cc2)c2nc(C)nc(-c3cc(CN4CCN(S(C)(=O)=O)CC4)cnc3Nc3ccc4scnc4c3)n2)cc1. Reactants: [BH4-], CO, CCOC(C)=O, O=[N+]([O-])c1cc(F)c(N2CCOCC2)c(F)c1, [Na+], Cl[Ni]Cl, O, O, O, O, O, O. Product: Nc1cc(F)c(N2CCOCC2)c(F)c1. As a reaction SMILES: [BH4-:18].[CH3:20][OH:21].[CH3:22][CH2:23][O:24][C:25](=[O:26])[CH3:27].[F:1][c:2]1[c:3]([N:12]2[CH2:13][CH2:14][O:15][CH2:16][CH2:17]2)[c:4]([F:11])[cH:5][c:6]([N+:8]([O-:9])=[O:10])[cH:7]1.[Na+:19].[Ni:34]([Cl:35])[Cl:36].[OH2:28].[OH2:29].[OH2:30].[OH2:31].[OH2:32].[OH2:33]>>[F:1][c:2]1[c:3]([N:12]2[CH2:13][CH2:14][O:15][CH2:16][CH2:17]2)[c:4]([F:11])[cH:5][c:6]([NH2:8])[cH:7]1. Starting materials: C(C)(C)(C)OC(NC=1N(N=C2N(CCCC21)C2=C(C=C(C=C2C)C)Cl)C)=O ([7-(2-chloro-4,6-dimethylphenyl)-2-methyl-4,5,6,7-tetrahydro-2H-pyrazolo[3,4-b]pyridin-3-yl]carbamic acid tert-butyl ester), FC(C(=O)O)(F)F (trifluoroacetic acid). Solvent: ClCCl (dichloromethane). Reaction conditions: time 15 minute. Yields the product ClC1=C(C(=CC(=C1)C)C)N1C=2C(CCC1)=C(N(N2)C)N (7-(2-chloro-4,6-dimethylphenyl)-2-methyl-4,5,6,7-tetrahydro-2H-pyrazolo[3,4-b]pyridin-3-ylamine). Isolated yield 85.2%. As a reaction SMILES: C(OC(=O)[NH:7][C:8]1[N:9]([CH3:26])[N:10]=[C:11]2[C:16]=1[CH2:15][CH2:14][CH2:13][N:12]2[C:17]1[C:22]([CH3:23])=[CH:21][C:20]([CH3:24])=[CH:19][C:18]=1[Cl:25])(C)(C)C.FC(F)(F)C(O)=O>ClCCl>[Cl:25][C:18]1[CH:19]=[C:20]([CH3:24])[CH:21]=[C:22]([CH3:23])[C:17]=1[N:12]1[CH2:13][CH2:14][CH2:15][C:16]2=[C:8]([NH2:7])[N:9]([CH3:26])[N:10]=[C:11]12. Reported procedure: To a 0° C. solution of 287 mg of [7-(2-chloro-4,6-dimethylphenyl)-2-methyl-4,5,6,7-tetrahydro-2H-pyrazolo[3,4-b]pyridin-3-yl]carbamic acid tert-butyl ester (Example 8c) in 9 mL of dichloromethane, was added 3 mL of trifluoroacetic acid. After 15 min, the cooling bath was removed and the reaction mixture was allowed to stir and warm to room temperature during 3 h. The reaction mixture was then diluted with dichloromethane and washed with dilute aqueous sodium hydroxide. The aqueous phase was wash... Solvent: C1=CC=CC=C1 (benzene). Yields the product ClC=1C=CC2=C(C(=NCC=3N2C=C(N3)C)C3=C(C=CC=C3)Cl)C1 (8-chloro-6-(2-chlorophenyl)-2-methyl-4H-imidazo[1,2-a][1,4]benzodiazepine). Reagents/catalysts: C1=CC=C(C=C1)P(C2=CC=CC=C2)C3=CC=CC=C3.C1=CC=C(C=C1)P(C2=CC=CC=C2)C3=CC=CC=C3.C1=CC=C(C=C1)P(C2=CC=CC=C2)C3=CC=CC=C3.[Cl-].[Rh] (tris(triphenylphosphine)rhodium chloride). Procedure: A mixture of 1.0 g. of 8-chloro-6-(2-chlorophenyl)-2-methyl-4H-imidazo[1,2-a][1,4]benzodiazepine-1-carboxaldehyde (II) and 0.1 g. of tris(triphenylphosphine)rhodium chloride in 50 ml. of benzene is refluxed for about 6 hours. The mixture is then allowed to cool and filtered to remove the catalyst. The filtrate thus obtained is concentrated in vacuo to give 8-chloro-6-(2-chlorophenyl)-2-methyl-4H-imidazo[1,2-a][1,4]benzodiazepine, which is further purified by chromatography on silica gel and/or c... Reaction SMILES: [Cl:1][C:2]1[CH:3]=[CH:4][C:5]2[N:11]3[C:12](C=O)=[C:13]([CH3:15])[N:14]=[C:10]3[CH2:9][N:8]=[C:7]([C:18]3[CH:23]=[CH:22][CH:21]=[CH:20][C:19]=3[Cl:24])[C:6]=2[CH:25]=1>C1C=CC(P(C2C=CC=CC=2)C2C=CC=CC=2)=CC=1.C1C=CC(P(C2C=CC=CC=2)C2C=CC=CC=2)=CC=1.C1C=CC(P(C2C=CC=CC=2)C2C=CC=CC=2)=CC=1.[Cl-].[Rh].C1C=CC=CC=1>[Cl:1][C:2]1[CH:3]=[CH:4][C:5]2[N:11]3[CH:12]=[C:13]([CH3:15])[N:14]=[C:10]3[CH2:9][N:8]=[C:7]([C:18]3[CH:23]=[CH:22][CH:21]=[CH:20][C:19]=3[Cl:24])[C:6]=2[CH:25]=1 |f:1.2.3.4.5|. Starting materials: ClC=1C=CC2=C(C(=NCC=3N2C(=C(N3)C)C=O)C3=C(C=CC=C3)Cl)C1 (8-chloro-6-(2-chlorophenyl)-2-methyl-4H-imidazo[1,2-a][1,4]benzodiazepine-1-carboxaldehyde). Starting materials: O=CC(=O)O, CCCCN(CCCC)CCCC, COC(C)(C)C, Cl, [K+], [OH-], O, Oc1cccc2sccc12. Yields the product CCCC[NH+](CCCC)CCCC, O=C([O-])C(O)c1ccc(O)c2ccsc12. RXN SMILES: [C:13]([CH:14]=[O:15])(=[O:16])[OH:17].[CH3:19][CH2:20][CH2:21][CH2:22][N:23]([CH2:24][CH2:25][CH2:26][CH3:27])[CH2:28][CH2:29][CH2:30][CH3:31].[CH3:33][O:34][C:35]([CH3:36])([CH3:37])[CH3:38].[ClH:18].[K+:12].[OH-:11].[OH2:32].[OH:1][c:2]1[cH:3][cH:4][cH:5][c:6]2[c:7]1[cH:8][cH:9][s:10]2>>[CH3:19][CH2:20][CH2:21][CH2:22][NH+:23]([CH2:24][CH2:25][CH2:26][CH3:27])[CH2:28][CH2:29][CH2:30][CH3:31].[OH:1][c:2]1[cH:3][cH:4][c:5]([CH:14]([C:13](=[O:16])[O-:17])[OH:15])[c:6]2[c:7]1[cH:8][cH:9][s:10]2.